From a dataset of the Open Reaction Database (ORD), a public repository of structured organic reaction records. describe an organic reaction: reactants, conditions, products, and yield The reactants are C(C1=CC=CC=C1)OC(=O)N1CC(CCC1)(C)C(N)=O (3-Carbamoyl-3-methyl-piperidine-1-carboxylic acid benzyl ester), FC(C(OI(OC(=O)C(F)(F)F)C1=CC=CC=C1)=O)(F)F ([bis(trifluoroacetoxyl)iodo]benzene), O (water), C(C)#N (acetonitrile). Run at temperature 25 celsius, time 3 hour. The product is C(C1=CC=CC=C1)OC(=O)N1CC(CCC1)(C)N (3-Amino-3-methyl-piperidine-1-carboxylic acid benzyl ester). Yield: 93.0%. As a reaction SMILES: [CH2:1]([O:8][C:9]([N:11]1[CH2:16][CH2:15][CH2:14][C:13]([C:18](=O)N)(C)[CH2:12]1)=[O:10])[C:2]1[CH:7]=[CH:6][CH:5]=[CH:4][CH:3]=1.FC(F)(F)C(=O)OI(C1C=CC=CC=1)OC(C(F)(F)F)=O.O.C(#[N:45])C>>[CH2:1]([O:8][C:9]([N:11]1[CH2:16][CH2:15][CH2:14][C:13]([NH2:45])([CH3:18])[CH2:12]1)=[O:10])[C:2]1[CH:7]=[CH:6][CH:5]=[CH:4][CH:3]=1. Procedure details: 3-Carbamoyl-3-methyl-piperidine-1-carboxylic acid benzyl ester (500 mg, 1.81 mmol) in acetonitrile (10 mL) was treated with [bis(trifluoroacetoxyl)iodo]benzene (PIFA) (800 mg, 1.86 mmol) and water (2 mL), the mixture was allowed to stir at 25° C. for 3 hours. LCMS showed starting material consumed, the mixture was heated to 70° C. for 30 min to decompose excess PIFA. The mixture was purified by column chromatography (eluting with 30˜50% methanol in dichloromethane) to give 420 mg (93%) of 3-Amin...